This data is from the Open Reaction Database (ORD), a public repository of structured organic reaction records. The task is: describe an organic reaction: reactants, conditions, products, and yield The reactants are NC1=C(C=C(C(=O)NC2=CC(=CC=C2)Cl)C=C1)[N+](=O)[O-] (4-amino-N-(3-chloro-phenyl)-3-nitrobenzamide). The reagents and catalysts are [Pd] (Pd/C). Solvent: CCOC(=O)C (EtOAc). Reaction conditions: time 8 hour. Product: NC=1C=C(C(=O)NC2=CC(=CC=C2)Cl)C=CC1N (3,4-diamino-N-(3-chloro-phenyl)-benzamide). RXN SMILES: [NH2:1][C:2]1[CH:17]=[CH:16][C:5]([C:6]([NH:8][C:9]2[CH:14]=[CH:13][CH:12]=[C:11]([Cl:15])[CH:10]=2)=[O:7])=[CH:4][C:3]=1[N+:18]([O-])=O>CCOC(C)=O.[Pd]>[NH2:18][C:3]1[CH:4]=[C:5]([CH:16]=[CH:17][C:2]=1[NH2:1])[C:6]([NH:8][C:9]1[CH:14]=[CH:13][CH:12]=[C:11]([Cl:15])[CH:10]=1)=[O:7]. Reported procedure: To a solution of 4-amino-N-(3-chloro-phenyl)-3-nitrobenzamide (590 mg) in EtOAc (200 mL) was added 10% Pd/C (100 mg). The reaction mixture was stirred overnight under H+ balloon. The reaction mixture was filtered through a Celite pad, washed with EtOAc. The solution was concentrated under reduced pressure. The crude product was purified by column chromatography (SiO2, EtOAc:Hexane=20:80 to 100:0) to give of 3,4-diamino-N-(3-chloro-phenyl)-benzamide as a white solid: MS (m/z) 262 (M+1); 1H NMR (D... Reactants: CC(=O)O, COC(=O)c1sc(-c2cccc(N)c2)c(Br)c1OCC(=O)OC(C)(C)C, CC1(C)CC(=O)CC(C)(C)C1. Yields the product COC(=O)c1sc(-c2cccc(NC3CC(C)(C)CC(C)(C)C3)c2)c(Br)c1OCC(=O)OC(C)(C)C. As a reaction SMILES: [C:38]([OH:39])(=[O:40])[CH3:41].[CH3:1][O:2][C:3](=[O:4])[c:5]1[s:6][c:7](-[c:20]2[cH:21][c:22]([NH2:26])[cH:23][cH:24][cH:25]2)[c:8]([Br:19])[c:9]1[O:10][CH2:11][C:12](=[O:13])[O:14][C:15]([CH3:16])([CH3:17])[CH3:18].[CH3:27][C:28]1([CH3:37])[CH2:29][C:30](=[O:36])[CH2:31][C:32]([CH3:34])([CH3:35])[CH2:33]1>>[CH3:1][O:2][C:3](=[O:4])[c:5]1[s:6][c:7](-[c:20]2[cH:21][c:22]([NH:26][CH:30]3[CH2:29][C:28]([CH3:27])([CH3:37])[CH2:33][C:32]([CH3:34])([CH3:35])[CH2:31]3)[cH:23][cH:24][cH:25]2)[c:8]([Br:19])[c:9]1[O:10][CH2:11][C:12](=[O:13])[O:14][C:15]([CH3:16])([CH3:17])[CH3:18]. The reactants are C(#N)[BH3-].[Na+] (Sodium cyanoborohydride), O=C1CC(C1)(N1N=CC(=C1)C=1C2=C(N=CN1)N(C=C2)COCC[Si](C)(C)C)CC#N ({3-oxo-1-[4-(7-{[2-(trimethylsilyl)ethoxy]methyl}-7H-pyrrolo[2,3-d]pyrimidin-4-yl)-1H-pyrazol-1-yl]cyclobutyl}acetonitrile), [Si](C1=CC=CC=C1)(C1=CC=CC=C1)(C(C)(C)C)OCC1=CC(=NC(=C1)C(F)(F)F)OC1CCNCC1 (4-({[tert-butyl(diphenyl)silyl]oxy}methyl)-2-(piperidin-4-yloxy)-6-(trifluoromethyl)pyridine). The reagents and catalysts are [BH3-]C#N.[Na+].[Cl-].[Cl-].[Zn+2] (NaCNBH3 ZnCl2), [Cl-].[Cl-].[Zn+2] (zinc dichloride). Solvent: CCOC(=O)C (EtOAc), CO (methanol), CO (methanol). Conditions: time 2 hour. The product is [Si](C1=CC=CC=C1)(C1=CC=CC=C1)(C(C)(C)C)OCC1=CC(=NC(=C1)C(F)(F)F)OC1CCN(CC1)C1CC(C1)(N1N=CC(=C1)C=1C2=C(N=CN1)N(C=C2)COCC[Si](C)(C)C)CC#N ({3-(4-{[4-({[tert-Butyl(diphenyl)silyl]oxy}methyl)-6-(trifluoromethyl)pyridin-2-yl]oxy}piperidin-1-yl)-1-[4-(7-{[2-(trimethylsilyl)ethoxy]methyl}-7H-pyrrolo[2,3-d]pyrimidin-4-yl)-1H-pyrazol-1-yl]cyclobutyl}acetonitrile). As a reaction SMILES: C([BH3-])#N.[Na+].O=[C:6]1[CH2:9][C:8]([CH2:32][C:33]#[N:34])([N:10]2[CH:14]=[C:13]([C:15]3[C:16]4[CH:23]=[CH:22][N:21]([CH2:24][O:25][CH2:26][CH2:27][Si:28]([CH3:31])([CH3:30])[CH3:29])[C:17]=4[N:18]=[CH:19][N:20]=3)[CH:12]=[N:11]2)[CH2:7]1.[Si:35]([O:52][CH2:53][C:54]1[CH:59]=[C:58]([C:60]([F:63])([F:62])[F:61])[N:57]=[C:56]([O:64][CH:65]2[CH2:70][CH2:69][NH:68][CH2:67][CH2:66]2)[CH:55]=1)([C:48]([CH3:51])([CH3:50])[CH3:49])([C:42]1[CH:47]=[CH:46][CH:45]=[CH:44][CH:43]=1)[C:36]1[CH:41]=[CH:40][CH:39]=[CH:38][CH:37]=1>CO.CCOC(C)=O.[Cl-].[Cl-].[Zn+2].[BH3-]C#N.[Na+].[Cl-].[Cl-].[Zn+2]>[Si:35]([O:52][CH2:53][C:54]1[CH:59]=[C:58]([C:60]([F:63])([F:62])[F:61])[N:57]=[C:56]([O:64][CH:65]2[CH2:66][CH2:67][N:68]([CH:6]3[CH2:7][C:8]([CH2:32][C:33]#[N:34])([N:10]4[CH:14]=[C:13]([C:15]5[C:16]6[CH:23]=[CH:22][N:21]([CH2:24][O:25][CH2:26][CH2:27][Si:28]([CH3:30])([CH3:29])[CH3:31])[C:17]=6[N:18]=[CH:19][N:20]=5)[CH:12]=[N:11]4)[CH2:9]3)[CH2:69][CH2:70]2)[CH:55]=1)([C:48]([CH3:50])([CH3:49])[CH3:51])([C:36]1[CH:41]=[CH:40][CH:39]=[CH:38][CH:37]=1)[C:42]1[CH:47]=[CH:46][CH:45]=[CH:44][CH:43]=1 |f:0.1,6.7.8,9.10.11.12.13|. Procedure details: Sodium cyanoborohydride (8.8 mg, 0.14 mmol) and zinc dichloride (9.5 mg, 0.070 mmol) were combined in methanol (0.56 mL, 14 mmol) and stirred for 2 hours to generate the reducing solution referenced in JOC 1985, 50, 1927-1932. Subsequently, {3-oxo-1-[4-(7-{[2-(trimethylsilyl)ethoxy]methyl}-7H-pyrrolo[2,3-d]pyrimidin-4-yl)-1H-pyrazol-1-yl]cyclobutyl}acetonitrile (66 mg, 0.14 mmol, from Step 7 of Example A1) and 4-({[tert-butyl(diphenyl)silyl]oxy}methyl)-2-(piperidin-4-yloxy)-6-(trifluoromethyl)py... Reactants: O=C(CCCCBr)N1CCc2ccccc21, CCC(C)=O, CCN(C(C)C)C(C)C, Clc1cccc(N2CCNCC2)c1Cl, Cl. Yields the product O=C(CCCCN1CCN(c2cccc(Cl)c2Cl)CC1)N1CCc2ccccc21. Reaction SMILES: [Br:25][CH2:26][CH2:27][CH2:28][CH2:29][C:30](=[O:31])[N:32]1[CH2:33][CH2:34][c:35]2[cH:36][cH:37][cH:38][cH:39][c:40]21.[CH3:41][C:42](=[O:43])[CH2:44][CH3:45].[CH:16]([N:17]([CH:18]([CH3:19])[CH3:20])[CH2:21][CH3:22])([CH3:23])[CH3:24].[Cl:2][c:3]1[c:4]([N:10]2[CH2:11][CH2:12][NH:13][CH2:14][CH2:15]2)[cH:5][cH:6][cH:7][c:8]1[Cl:9].[ClH:1]>>[Cl:2][c:3]1[c:4]([N:10]2[CH2:11][CH2:12][N:13]([CH2:26][CH2:27][CH2:28][CH2:29][C:30](=[O:31])[N:32]3[CH2:33][CH2:34][c:35]4[cH:36][cH:37][cH:38][cH:39][c:40]43)[CH2:14][CH2:15]2)[cH:5][cH:6][cH:7][c:8]1[Cl:9]. Starting materials: COc1ccccc1N=C=O, CO, ClC(Cl)Cl, COc1cc2nccc(Oc3ccc(N)c(Cl)c3)c2cc1OC. The product is COc1ccccc1NC(=O)Nc1ccc(Oc2ccnc3cc(OC)c(OC)cc23)cc1Cl. RXN SMILES: [CH3:24][O:25][c:26]1[c:27]([N:32]=[C:33]=[O:34])[cH:28][cH:29][cH:30][cH:31]1.[CH3:35][OH:36].[CH:37]([Cl:38])([Cl:39])[Cl:40].[Cl:1][c:2]1[c:3]([NH2:4])[cH:5][cH:6][c:7]([O:9][c:10]2[cH:11][cH:12][n:13][c:14]3[cH:15][c:16]([O:22][CH3:23])[c:17]([O:20][CH3:21])[cH:18][c:19]23)[cH:8]1>>[Cl:1][c:2]1[c:3]([NH:4][C:33]([NH:32][c:27]2[c:26]([O:25][CH3:24])[cH:31][cH:30][cH:29][cH:28]2)=[O:34])[cH:5][cH:6][c:7]([O:9][c:10]2[cH:11][cH:12][n:13][c:14]3[cH:15][c:16]([O:22][CH3:23])[c:17]([O:20][CH3:21])[cH:18][c:19]23)[cH:8]1. Procedure: FmocGly/AllocGly beads were standard Fmoc deprotected with 20% piperidine in DMF leaving the Alloc glycine untouched. Then standard TBTU coupling of the Holmes photolinker (4-(1-aminoethyl-2-methoxy-5-nitrophenoxy)butanoic acid) to the deprotected glycine (1 eq=0.48 mmol). After coupling, the beads were washed with DMF and DCM and lyophilized. RXN SMILES: [NH:1]([C:6]([O:8][CH2:9][CH:10]1[C:22]2[C:17](=[CH:18][CH:19]=[CH:20][CH:21]=2)[C:16]2[C:11]1=[CH:12][CH:13]=[CH:14][CH:15]=2)=[O:7])[CH2:2][C:3]([OH:5])=[O:4].N(C(OCC=C)=O)CC(O)=O.N1CCCCC1.CN(C(ON1N=NC2C=CC=CC1=2)=[N+](C)C)C.[B-](F)(F)(F)F.NC(C1C(OC)=C(C=C([N+]([O-])=O)C=1)OCCCC(O)=O)C.NCC(O)=O>CN(C=O)C>[C:6]([NH:1][CH2:2][C:3]([OH:5])=[O:4])([O:8][CH2:9][CH:10]1[C:11]2[C:16](=[CH:15][CH:14]=[CH:13][CH:12]=2)[C:17]2[C:22]1=[CH:21][CH:20]=[CH:19][CH:18]=2)=[O:7] |f:0.1,3.4|. The solvent is CN(C)C=O (DMF). Starting materials: NC(C)C=1C(=C(OCCCC(=O)O)C=C(C1)[N+](=O)[O-])OC (4-(1-aminoethyl-2-methoxy-5-nitrophenoxy)butanoic acid), N(CC(=O)O)C(=O)OCC1C2=CC=CC=C2C2=CC=CC=C12.N(CC(=O)O)C(=O)OCC=C (FmocGly AllocGly), CN(C)C(=[N+](C)C)ON1C2=C(C=CC=C2)N=N1.[B-](F)(F)(F)F (TBTU), N1CCCCC1 (piperidine), Alloc glycine, NCC(=O)O (glycine). Product: C(=O)(OCC1C2=CC=CC=C2C2=CC=CC=C12)NCC(=O)O (Fmoc-Glycine). The product is O[C@H](COC1=CC=CC=2NC3=CC=CC=C3C12)CN(CC(C)C)C1=CC=C(C=C1)OCCC(CC)C#N ((S)-4-[2-Hydroxy-3-([4-(3-cyanopentoxy)phenyl]-2-methylpropylamino)propoxy]carbazole). RXN SMILES: [OH:1][C@@H:2]([CH2:18][N:19]([C:24]1[CH:29]=[CH:28][C:27]([OH:30])=[CH:26][CH:25]=1)[CH2:20][CH:21]([CH3:23])[CH3:22])[CH2:3][O:4][C:5]1[C:17]2[C:16]3[C:11](=[CH:12][CH:13]=[CH:14][CH:15]=3)[NH:10][C:9]=2[CH:8]=[CH:7][CH:6]=1.C(=O)([O-])[O-].[K+].[K+].[I-].[K+]>C(C(CC)=O)C>[OH:1][C@@H:2]([CH2:18][N:19]([C:24]1[CH:29]=[CH:28][C:27]([O:30][CH2:15][CH2:16][CH:17]([C:9]#[N:10])[CH2:5][CH3:6])=[CH:26][CH:25]=1)[CH2:20][CH:21]([CH3:23])[CH3:22])[CH2:3][O:4][C:5]1[C:17]2[C:16]3[C:11](=[CH:12][CH:13]=[CH:14][CH:15]=3)[NH:10][C:9]=2[CH:8]=[CH:7][CH:6]=1 |f:1.2.3,4.5|. Run in C(C)C(=O)CC (ethyl ketone). Procedure: A mixture of the phenol prepared in example 91 (0.90 g, 2.2 mmol), 4-bromocaproonitrile (0.6 mL, 5.0 mmol), potassium carbonate (0.97 g, 7.0 mmol), potassium iodide (0.1 g) and mthyl ethyl ketone (30 mL) was heated at reflux for 10 h. The reaction was concentrated in vacuo and the resulting residue partitioned between EtOAc and water. The layers were separated and the aqueous layer extracted with EtOAc (3×). The combined organic layers were washed with water (3×), brine, dried (MgSO4), and conce... Starting materials: O[C@H](COC1=CC=CC=2NC3=CC=CC=C3C12)CN(CC(C)C)C1=CC=C(C=C1)O ((S)-4-[2-Hydroxy-3-([4-hydroxyphenyl]-2-methylpropylamino)propoxy]carbazole), C([O-])([O-])=O.[K+].[K+] (potassium carbonate), [I-].[K+] (potassium iodide). Yield: 145.6%. Reactants: solid, BrC1=CC(=CC=2C(=C3N(C12)CCNC3=O)C)Cl (6-bromo-8-chloro-10-methyl-3,4-dihydro-2H-pyrazino[1,2-a]indol-1-one), BrC1=CC(=CC=2C(=C3N(C12)CCNC3=O)C)Cl (6-bromo-8-chloro-10-methyl-3,4-dihydro-2H-pyrazino[1,2-a]indol-1-one), OCC1=CC=C(C=C1)B(O)O (4-hydroxymethyl-phenylboronic acid). Product: ClC1=CC=2C(=C3N(C2C(=C1)C1=CC=C(C=C1)CO)CCNC3=O)C (8-Chloro-6-(4-hydroxymethyl-phenyl)-10-methyl-3,4-dihydro-2H-pyrazino[1,2-a]indol-1-one). Reaction SMILES: Br[C:2]1[C:10]2[N:9]3[CH2:11][CH2:12][NH:13][C:14](=[O:15])[C:8]3=[C:7]([CH3:16])[C:6]=2[CH:5]=[C:4]([Cl:17])[CH:3]=1.[OH:18][CH2:19][C:20]1[CH:25]=[CH:24][C:23](B(O)O)=[CH:22][CH:21]=1>>[Cl:17][C:4]1[CH:3]=[C:2]([C:23]2[CH:24]=[CH:25][C:20]([CH2:19][OH:18])=[CH:21][CH:22]=2)[C:10]2[N:9]3[CH2:11][CH2:12][NH:13][C:14](=[O:15])[C:8]3=[C:7]([CH3:16])[C:6]=2[CH:5]=1. Procedure details: The title compound, off-white solid (78 mg, 92%), MS (ISP) m/z=341.5 [(M+H)+], mp 211° C., was prepared in accordance with the general method of example 1 from 6-bromo-8-chloro-10-methyl-3,4-dihydro-2H-pyrazino[1,2-a]indol-1-one (intermediate 12) (78.4 mg, 0.25 mmol) and commercially available 4-hydroxymethyl-phenylboronic acid (49.4 mg, 0.325 mmol). Starting materials: ClC(Cl)Cl, CC(=O)Nc1nc(CCc2ccc(CO)s2)cs1, O=S(Cl)Cl. Yields the product CC(=O)Nc1nc(CCc2ccc(CCl)s2)cs1. RXN SMILES: [CH:23]([Cl:24])([Cl:25])[Cl:26].[OH:1][CH2:2][c:3]1[cH:4][cH:5][c:6]([CH2:8][CH2:9][c:10]2[n:11][c:12]([NH:15][C:16]([CH3:17])=[O:18])[s:13][cH:14]2)[s:7]1.[S:19]([Cl:20])([Cl:21])=[O:22]>>[CH2:2]([c:3]1[cH:4][cH:5][c:6]([CH2:8][CH2:9][c:10]2[n:11][c:12]([NH:15][C:16]([CH3:17])=[O:18])[s:13][cH:14]2)[s:7]1)[Cl:21]. Reactants: C(#N)C1=C(SC=C1C(C)(C)C)N=C=O (3-cyano-4-tert.-butyl-thien-2-yl isocyanate), CNC (dimethylamine). Run in C1(=CC=CC=C1)C (toluene). The product is C(#N)C1=C(SC=C1C(C)(C)C)NC(=O)N(C)C (1-(3-cyano-4-tert.-butyl-thien-2-yl)-3,3-dimethyl-urea). Isolated yield 80.0%. As a reaction SMILES: [C:1]([C:3]1[C:7]([C:8]([CH3:11])([CH3:10])[CH3:9])=[CH:6][S:5][C:4]=1[N:12]=[C:13]=[O:14])#[N:2].[CH3:15][NH:16][CH3:17]>C1(C)C=CC=CC=1>[C:1]([C:3]1[C:7]([C:8]([CH3:10])([CH3:11])[CH3:9])=[CH:6][S:5][C:4]=1[NH:12][C:13]([N:16]([CH3:17])[CH3:15])=[O:14])#[N:2]. Reported procedure: 20.6 g (0.1 mole) of 3-cyano-4-tert.-butyl-thien-2-yl isocyanate were added dropwise to a solution of 6.5 g (0.145 mole) of dimethylamine in 200 ml of toluene at room temperature. After the exothermic reaction had subsided, the mixture was concentrated and the residue was recrystallized from a little toluene. 20.1 g of 1-(3-cyano-4-tert.-butyl-thien-2-yl)-3,3-dimethyl-urea of melting point 140° C. were obtained in this manner.